From a dataset of the Open Reaction Database (ORD), a public repository of structured organic reaction records. describe an organic reaction: reactants, conditions, products, and yield Reaction conditions: time 5 day. Isolated yield 106.9%. Run in C(C)O (ethanol). Reported procedure: The title compound was prepared by subjecting (E)-2-phenyl-5-(2-(2-(pyridin-3-yl)vinyl)-1H-imidazol-5-yl)pyrimidine (Example 15, 7 mg, 0.02 mmol) to hydrogenation using 10% palladium on carbon (dry, 1 mg) in ethanol (3 mL). After five days, the reaction mixture was filtered through Celite using ethanol to rinse. Evaporation provided the title compound as a brown solid (7 mg, quantitative yield); melting point 113° C.; 1H-NMR (400 MHz; CD3OD) δ 9.16 (s, 2H), 8.39-8.44 (m, 4H), 7.64 (s, 1H), 7.52-... As a reaction SMILES: [C:1]1([C:7]2[N:12]=[CH:11][C:10]([C:13]3[NH:17][C:16](/[CH:18]=[CH:19]/[C:20]4[CH:21]=[N:22][CH:23]=[CH:24][CH:25]=4)=[N:15][CH:14]=3)=[CH:9][N:8]=2)[CH:6]=[CH:5][CH:4]=[CH:3][CH:2]=1>[Pd].C(O)C>[C:1]1([C:7]2[N:12]=[CH:11][C:10]([C:13]3[NH:17][C:16]([CH2:18][CH2:19][C:20]4[CH:21]=[N:22][CH:23]=[CH:24][CH:25]=4)=[N:15][CH:14]=3)=[CH:9][N:8]=2)[CH:2]=[CH:3][CH:4]=[CH:5][CH:6]=1. Reagents/catalysts: [Pd] (palladium on carbon). The reactants are C1(=CC=CC=C1)C1=NC=C(C=N1)C1=CN=C(N1)\C=C\C=1C=NC=CC1 ((E)-2-phenyl-5-(2-(2-(pyridin-3-yl)vinyl)-1H-imidazol-5-yl)pyrimidine). The product is C1(=CC=CC=C1)C1=NC=C(C=N1)C1=CN=C(N1)CCC=1C=NC=CC1 (2-phenyl-5-(2-(2-(pyridin-3-yl)ethyl)-1H-imidazol-5-yl)pyrimidine). The product is C(C)(C)(C)C1=NC2=CC=CC=C2NC1=O (2-t-butyl-3, 4-dihydro-3-oxoquinoxaline). Reactants: CC(C(C(=O)O)=O)(C)C (trimethylpyruvic acid), C1(=C(C=CC=C1)N)N (o-phenylenediamine). Run in C(C)O (ethanol). The yield is 55.8%. Procedure details: A 83 ml portion of ethanol was added to a mixture of 4.14 g of trimethylpyruvic acid synthesized in accordance with the method of Jaeger et al. (J. Am. Chem. Soc., pp.717-732, 1979) and 3.02 g of o-phenylenediamine. The thus prepared mixture was refluxed for 3 hours in an atmosphere of nitrogen. By concentrating the resulting reaction solution, 3.15 g of 2-t-butyl-3, 4-dihydro-3-oxoquinoxaline was obtained. As a reaction SMILES: [CH3:1][C:2]([CH3:9])([CH3:8])[C:3](=O)[C:4](O)=[O:5].[C:10]1([NH2:17])[CH:15]=[CH:14][CH:13]=[CH:12][C:11]=1[NH2:16]>C(O)C>[C:2]([C:3]1[C:4](=[O:5])[NH:17][C:10]2[C:11](=[CH:12][CH:13]=[CH:14][CH:15]=2)[N:16]=1)([CH3:9])([CH3:8])[CH3:1]. Starting materials: N([C@H](CC1=CNC2=CC=CC=C12)C(=O)N[C@@H](CC1=CC=CC=C1)C(=O)OCC1=CC=CC=C1)C(=O)OC(C)(C)C (Boc-D-Trp-Phe-OBzl), N (ammonia). Reaction conditions: time 18 hour. Yields the product N([C@H](CC1=CNC2=CC=CC=C12)C(=O)N[C@@H](CC1=CC=CC=C1)C(=O)N)C(=O)OC(C)(C)C (Boc-D-Trp-Phe-NH2). Reaction SMILES: [NH:1]([C:34]([O:36][C:37]([CH3:40])([CH3:39])[CH3:38])=[O:35])[C@@H:2]([C:13]([NH:15][C@H:16]([C:24](OCC1C=CC=CC=1)=[O:25])[CH2:17][C:18]1[CH:23]=[CH:22][CH:21]=[CH:20][CH:19]=1)=[O:14])[CH2:3][C:4]1[C:12]2[C:7](=[CH:8][CH:9]=[CH:10][CH:11]=2)[NH:6][CH:5]=1.[NH3:41]>>[NH:1]([C:34]([O:36][C:37]([CH3:40])([CH3:39])[CH3:38])=[O:35])[C@@H:2]([C:13]([NH:15][C@H:16]([C:24]([NH2:41])=[O:25])[CH2:17][C:18]1[CH:19]=[CH:20][CH:21]=[CH:22][CH:23]=1)=[O:14])[CH2:3][C:4]1[C:12]2[C:7](=[CH:8][CH:9]=[CH:10][CH:11]=2)[NH:6][CH:5]=1. Procedure details: A mixture of Boc-D-Trp-Phe-OBzl (1.0 g) and 24% methanolic ammonia (20 ml) was allowed to stand at room temperature in a sealed tube for 18 hours. After evaporation, the residual crystals were collected and recrystallized from a mixture of water and ethanol to give Boc-D-Trp-Phe-NH2 (0.63 g).